This data is from the Open Reaction Database (ORD), a public repository of structured organic reaction records. The task is: describe an organic reaction: reactants, conditions, products, and yield The reactants are C(C)(=O)O[C@@H]1[C@H](C(N1)=O)[C@@H](C)O[Si](C)(C)C(C)(C)C ((3R,4R) 4-acetoxy-3-[(1R)-(1-(tert-butyldimethylsilyloxy)ethyl)]azetidin-2-one), COC=CC(=C)O[Si](C)(C)C (4-methoxy-2-trimethylsilyloxybut-1,3-diene). Reagents/catalysts: [I-].[Zn+2].[I-] (zinc iodide). The solvent is ClCCl (dichloromethane). Reaction conditions: time 15 hour. The product is [Si](C)(C)(C(C)(C)C)O[C@H](C)[C@H]1C(N[C@@H]1CC(C=COC)=O)=O ((3S,4R) 3-((1R)-1-(tert-butyldimethylsilyloxy)ethyl)-4-(4-methoxy-2-oxobut-3-en-1-yl)azetidin-2-one). Yield: 43.0%. Reaction SMILES: C(O[C@H:5]1[NH:8][C:7](=[O:9])[C@@H:6]1[C@H:10]([O:12][Si:13]([C:16]([CH3:19])([CH3:18])[CH3:17])([CH3:15])[CH3:14])[CH3:11])(=O)C.[CH3:20][O:21][CH:22]=[CH:23][C:24]([O:26][Si](C)(C)C)=[CH2:25]>ClCCl.[I-].[Zn+2].[I-]>[Si:13]([O:12][C@@H:10]([C@@H:6]1[C@@H:5]([CH2:25][C:24](=[O:26])[CH:23]=[CH:22][O:21][CH3:20])[NH:8][C:7]1=[O:9])[CH3:11])([C:16]([CH3:17])([CH3:18])[CH3:19])([CH3:14])[CH3:15] |f:3.4.5|. Procedure: (3R,4R) 4-acetoxy-3-[(1R)-(1-(tert-butyldimethylsilyloxy)ethyl)]azetidin-2-one (2 g, 56.96 mM) was dissolved in dichloromethane (150 ml) at ambient temperature and 4-methoxy-2-trimethylsilyloxybut-1,3-diene (1.5 ml, 7.65 mM) added followed by zinc iodide (2.2 g, 17 mM). The reaction mixture was shielded from light and stirred for 15 hours. The mixture was then washed with a 5% aqueous solution of sodium bicarbonate (30 ml) and then water (30 ml). The organic phase was dried with magnesium sulpha... The product is CN(C1CCC=2NC3=CC=C(C=C3C2C1)N)C (3-(dimethylamino)-6-amino-1,2,3,4-tetrahydrocarbazole). The solvent is C(C)O (ethyl alcohol). Procedure: 3-(Dimethylamino)-6-amino-1,2,3,4-tetrahydrocarbazole is prepared by dissolving 0.1 mole of 3-(dimethylamino)-6-nitro-1,2,3,4-tetrahydrocarbazole (Example 10) in 400 ml. absolute ethyl alcohol and hydrogenating over Raney nickel at about 350 psig and at room temperature until the required amount of hydrogen has reacted. The resulting 3-(dimethylamino)-6-amino-1,2,3,4-tetrahydrocarbazole can be isolated and purified using conventional procedures. The reagents and catalysts are [Ni] (Raney nickel). Reactants: CN(C1CCC=2NC3=CC=C(C=C3C2C1)[N+](=O)[O-])C (3-(Dimethylamino)-6-nitro-1,2,3,4-tetrahydrocarbazole), [H][H] (hydrogen). Reaction SMILES: [CH3:1][N:2]([CH3:19])[CH:3]1[CH2:15][C:14]2[C:13]3[C:8](=[CH:9][CH:10]=[C:11]([N+:16]([O-])=O)[CH:12]=3)[NH:7][C:6]=2[CH2:5][CH2:4]1.[H][H]>[Ni].C(O)C>[CH3:1][N:2]([CH3:19])[CH:3]1[CH2:15][C:14]2[C:13]3[C:8](=[CH:9][CH:10]=[C:11]([NH2:16])[CH:12]=3)[NH:7][C:6]=2[CH2:5][CH2:4]1. The reactants are [BH4-].[Na+] (sodium borohydride), O=C(C(C(=O)OCC1=CC=CC=C1)CC1=CC(=CC=C1)OC(C(F)F)(F)F)C1=NC=C(C=C1)OC1=CC=CC=C1 (benzyl 3-oxo-3-(5-phenoxypyridin-2-yl)-2-[3-(1,1,2,2-tetrafluoroethoxy)-benzyl]propanoate), crude compound, Cl (hydrochloric acid), C(O)([O-])=O.[Na+] (sodium hydrogen carbonate). Reagents/catalysts: [Cl-].[Zn+2].[Cl-] (zinc chloride). Solvent: C(C)OCC (diethyl ether), C(C)OCC (diethyl ether), O (water). Run at time 30 minute. Product: OC(C(C(=O)OCC1=CC=CC=C1)CC1=CC(=CC=C1)OC(C(F)F)(F)F)C1=NC=C(C=C1)OC1=CC=CC=C1 (benzyl 3-hydroxy-3-(5-phenoxypyridin-2-yl)-2-[3-(1,1,2,2-tetrafluoroethoxy)benzyl]propanoate). As a reaction SMILES: [BH4-].[Na+].[O:3]=[C:4]([C:30]1[CH:35]=[CH:34][C:33]([O:36][C:37]2[CH:42]=[CH:41][CH:40]=[CH:39][CH:38]=2)=[CH:32][N:31]=1)[CH:5]([CH2:16][C:17]1[CH:22]=[CH:21][CH:20]=[C:19]([O:23][C:24]([F:29])([F:28])[CH:25]([F:27])[F:26])[CH:18]=1)[C:6]([O:8][CH2:9][C:10]1[CH:15]=[CH:14][CH:13]=[CH:12][CH:11]=1)=[O:7].Cl.C(=O)([O-])O.[Na+]>C(OCC)C.[Cl-].[Zn+2].[Cl-].O>[OH:3][CH:4]([C:30]1[CH:35]=[CH:34][C:33]([O:36][C:37]2[CH:42]=[CH:41][CH:40]=[CH:39][CH:38]=2)=[CH:32][N:31]=1)[CH:5]([CH2:16][C:17]1[CH:22]=[CH:21][CH:20]=[C:19]([O:23][C:24]([F:29])([F:28])[CH:25]([F:27])[F:26])[CH:18]=1)[C:6]([O:8][CH2:9][C:10]1[CH:15]=[CH:14][CH:13]=[CH:12][CH:11]=1)=[O:7] |f:0.1,4.5,7.8.9|. Procedure: To a solution of zinc chloride (4.57 g, 33.6 mmol) in diethyl ether (100 ml) was added sodium borohydride (2.54 g, 67.1 mmol), and the mixture was stirred at room temperature for 30 min. Insoluble material was filtered off, and to the filtrate was added a solution of benzyl 3-oxo-3-(5-phenoxypyridin-2-yl)-2-[3-(1,1,2,2-tetrafluoroethoxy)-benzyl]propanoate (9.32 g, 16.8 mmol, crude) in diethyl ether (100 ml) at 0° C. The mixture was stirred for 30 min. and 1N hydrochloric acid was added to stop t... Reactants: COC(=O)n1ncc2c(NC(=O)NC3CC4(CCCCC4)Oc4ccccc43)cccc21, CO, O. Product: O=C(Nc1cccc2[nH]ncc12)NC1CC2(CCCCC2)Oc2ccccc21. As a reaction SMILES: [CH2:1]1[CH2:2][CH2:3][CH2:4][CH2:5][C:6]12[O:7][c:8]1[cH:9][cH:10][cH:11][cH:12][c:13]1[CH:14]([NH:16][C:17]([NH:18][c:19]1[c:20]3[cH:21][n:22][n:23]([C:28]([O:29][CH3:30])=[O:31])[c:24]3[cH:25][cH:26][cH:27]1)=[O:32])[CH2:15]2.[CH3:34][OH:35].[OH2:33]>>[CH2:1]1[CH2:2][CH2:3][CH2:4][CH2:5][C:6]12[O:7][c:8]1[cH:9][cH:10][cH:11][cH:12][c:13]1[CH:14]([NH:16][C:17]([NH:18][c:19]1[c:20]3[cH:21][n:22][nH:23][c:24]3[cH:25][cH:26][cH:27]1)=[O:32])[CH2:15]2. Reactants: FC1=C(C=C(C=C1)O)NC(=O)C1=CC(=NN1C)C (N-(2-fluoro-5-hydroxyphenyl)-1,3-dimethyl-1H-pyrazole-5-carboxamide), BrC=1C=CC(=NC1)[N+](=O)[O-] (5-bromo-2-nitropyridine), C([O-])([O-])=O.[Cs+].[Cs+] (cesium carbonate), CN(C=O)C (N,N-dimethylformamide). The solvent is O (water). Reaction conditions: time 15 hour. Product: FC1=C(C=C(C=C1)OC=1C=NC(=CC1)[N+](=O)[O-])NC(=O)C1=CC(=NN1C)C (N-{2-fluoro-5-[(6-nitropyridin-3-yl)oxy]phenyl}-1,3-dimethyl-1H-pyrazole-5-carboxamide). Yield: 58.9%. Reaction SMILES: [F:1][C:2]1[CH:7]=[CH:6][C:5]([OH:8])=[CH:4][C:3]=1[NH:9][C:10]([C:12]1[N:16]([CH3:17])[N:15]=[C:14]([CH3:18])[CH:13]=1)=[O:11].Br[C:20]1[CH:21]=[CH:22][C:23]([N+:26]([O-:28])=[O:27])=[N:24][CH:25]=1.C(=O)([O-])[O-].[Cs+].[Cs+].CN(C)C=O>O>[F:1][C:2]1[CH:7]=[CH:6][C:5]([O:8][C:20]2[CH:25]=[N:24][C:23]([N+:26]([O-:28])=[O:27])=[CH:22][CH:21]=2)=[CH:4][C:3]=1[NH:9][C:10]([C:12]1[N:16]([CH3:17])[N:15]=[C:14]([CH3:18])[CH:13]=1)=[O:11] |f:2.3.4|. Reported procedure: A mixture of N-(2-fluoro-5-hydroxyphenyl)-1,3-dimethyl-1H-pyrazole-5-carboxamide (9.80 g, 39.3 mmol), 5-bromo-2-nitropyridine (7.14 g, 35.1 mmol), cesium carbonate (14.8 g, 45.3 mmol) and N,N-dimethylformamide (80 mL) was stirred at room temperature for 15 hr. The reaction mixture was diluted with water and extracted with ethyl acetate. The organic layer was washed with water and saturated brine, dried over anhydrous magnesium sulfate and filtrated. The filtrate was concentrated under reduced pr... Starting materials: Cc1cc(C)c(C=C2C(=O)Nc3ccccc32)[nH]1, O=C1CCC(=O)O1. Product: Cc1cc(C)c(C=C2C(=O)N(C(=O)CCC(=O)O)c3ccccc32)[nH]1. RXN SMILES: [CH3:1][c:2]1[c:3]([CH:8]=[C:9]2[C:10](=[O:18])[NH:11][c:12]3[cH:13][cH:14][cH:15][cH:16][c:17]32)[nH:4][c:5]([CH3:7])[cH:6]1.[O:19]=[C:20]1[CH2:21][CH2:22][C:23](=[O:24])[O:25]1>>[CH3:1][c:2]1[c:3]([CH:8]=[C:9]2[C:10](=[O:18])[N:11]([C:23]([CH2:22][CH2:21][C:20](=[O:19])[OH:25])=[O:24])[c:12]3[cH:13][cH:14][cH:15][cH:16][c:17]32)[nH:4][c:5]([CH3:7])[cH:6]1. Starting materials: NC1=C(OC[C@@H]2CO2)C=CC=C1[N+](=O)[O-] ((S)-3-(2-Amino-3-nitrophenoxy)-1,2-epoxypropane), C(C1=CC=CC=C1)NCC1=CC=CC=C1 (dibenzylamine). Solvent: CO (methanol). Run at temperature 0 celsius. Yields the product C(C1=CC=CC=C1)N(CC1=CC=CC=C1)C[C@@H](COC1=C(C(=CC=C1)[N+](=O)[O-])N)O ((S)-[3-(N,N-Dibenzylamino)-2-hydroxypropoxy]-2-amino-3-nitrobenzene). The yield is 77.9%. As a reaction SMILES: [NH2:1][C:2]1[C:12]([N+:13]([O-:15])=[O:14])=[CH:11][CH:10]=[CH:9][C:3]=1[O:4][CH2:5][C@H:6]1[O:8][CH2:7]1.[CH2:16]([NH:23][CH2:24][C:25]1[CH:30]=[CH:29][CH:28]=[CH:27][CH:26]=1)[C:17]1[CH:22]=[CH:21][CH:20]=[CH:19][CH:18]=1>CO>[CH2:24]([N:23]([CH2:7][C@H:6]([OH:8])[CH2:5][O:4][C:3]1[CH:9]=[CH:10][CH:11]=[C:12]([N+:13]([O-:15])=[O:14])[C:2]=1[NH2:1])[CH2:16][C:17]1[CH:22]=[CH:21][CH:20]=[CH:19][CH:18]=1)[C:25]1[CH:30]=[CH:29][CH:28]=[CH:27][CH:26]=1. Reported procedure: (S)-3-(2-Amino-3-nitrophenoxy)-1,2-epoxypropane (8.0 g, 38.1 mmol) was dissolved in 250 mL of methanol and treated with dibenzylamine (8.05 mL, 42.0 mmol, d=1.026). The mixture was stirred at reflux for 10 hours and then cooled to 0° C. The resulting orange precipitate was filtered and washed with cold methanol, then dried to yield 12.1 g (78%) of a pale orange solid that was pure by NMR and TLC analysis. The material was used without further purification. NMR. Reactants: CCCCCC=CCC=CCC=CCCCCC(=O)O, CCCCCC=CCC=CCC=CCCCCCO, C(=NC1CCCCC1)=NC1CCCCC1, ClCCl, CCCCCC, CN(C)c1ccncc1. Yields the product CCCCCC=CCC=CCC=CCCCCCOC(=O)CCCCC=CCC=CCC=CCCCCC. As a reaction SMILES: [C:35]([CH2:36][CH2:37][CH2:38][CH2:39][CH:40]=[CH:41][CH2:42][CH:43]=[CH:44][CH2:45][CH:46]=[CH:47][CH2:48][CH2:49][CH2:50][CH2:51][CH3:52])(=[O:53])[OH:54].[CH2:16]([CH2:17][CH2:18][CH2:19][CH2:20][CH:21]=[CH:22][CH2:23][CH:24]=[CH:25][CH2:26][CH:27]=[CH:28][CH2:29][CH2:30][CH2:31][CH2:32][CH3:33])[OH:34].[CH2:1]1[CH2:2][CH2:3][CH:4]([N:5]=[C:6]=[N:7][CH:8]2[CH2:9][CH2:10][CH2:11][CH2:12][CH2:13]2)[CH2:14][CH2:15]1.[CH2:70]([Cl:71])[Cl:72].[CH3:55][CH2:56][CH2:57][CH2:58][CH2:59][CH3:60].[CH3:61][N:62]([c:63]1[cH:64][cH:65][n:66][cH:67][cH:68]1)[CH3:69]>>[CH2:16]([CH2:17][CH2:18][CH2:19][CH2:20][CH:21]=[CH:22][CH2:23][CH:24]=[CH:25][CH2:26][CH:27]=[CH:28][CH2:29][CH2:30][CH2:31][CH2:32][CH3:33])[O:34][C:35]([CH2:36][CH2:37][CH2:38][CH2:39][CH:40]=[CH:41][CH2:42][CH:43]=[CH:44][CH2:45][CH:46]=[CH:47][CH2:48][CH2:49][CH2:50][CH2:51][CH3:52])=[O:53].